From a dataset of the Open Reaction Database (ORD), a public repository of structured organic reaction records. describe an organic reaction: reactants, conditions, products, and yield The reactants are CCOC(=O)Nc1ccc2cc(OC(C)=O)ccc2c1, CC(=O)O, O=C1CCC(=O)N1Cl, Cl. Product: CCOC(=O)Nc1ccc2cc(OC(C)=O)ccc2c1Cl. Reaction SMILES: [CH2:1]([CH3:2])[O:3][C:4]([NH:5][c:6]1[cH:7][c:8]2[cH:9][cH:10][c:11]([O:16][C:17]([CH3:18])=[O:19])[cH:12][c:13]2[cH:14][cH:15]1)=[O:20].[CH3:30][C:31](=[O:32])[OH:33].[Cl:21][N:22]1[C:23](=[O:24])[CH2:25][CH2:26][C:27]1=[O:28].[ClH:29]>>[CH2:1]([CH3:2])[O:3][C:4]([NH:5][c:6]1[c:7]([Cl:21])[c:8]2[cH:9][cH:10][c:11]([O:16][C:17]([CH3:18])=[O:19])[cH:12][c:13]2[cH:14][cH:15]1)=[O:20]. Reactants: C(CCC)C=1N=C(NC(C1CC1=CC=C(C=C1)C=1C(=CC=CC1)C#N)=O)C (4′-[(4-butyl-2-methyl-6-oxo-1,6-dihydropyrimidin-5-yl)methyl]biphenyl-2-carbonitrile), [H-].[Na+] (sodium hydride), CN(C=O)C (N,N-dimethylformamide), BrCCO (2-bromoethanol). Solvent: C(C)(=O)OCC (ethyl acetate). Run at time 10 minute. Yields the product C(CCC)C=1N=C(N(C(C1CC1=CC=C(C=C1)C=1C(=CC=CC1)C#N)=O)CCO)C (4′-{[4-butyl-1-(2-hydroxyethyl)-2-methyl-6-oxo-1,6-dihydropyrimidin-5-yl]methyl}biphenyl-2-carbonitrile). The yield is 23.0%. Reaction SMILES: [CH2:1]([C:5]1[N:6]=[C:7]([CH3:27])[NH:8][C:9](=[O:26])[C:10]=1[CH2:11][C:12]1[CH:17]=[CH:16][C:15]([C:18]2[C:19]([C:24]#[N:25])=[CH:20][CH:21]=[CH:22][CH:23]=2)=[CH:14][CH:13]=1)[CH2:2][CH2:3][CH3:4].[H-].[Na+].CN(C)C=O.Br[CH2:36][CH2:37][OH:38]>C(OCC)(=O)C>[CH2:1]([C:5]1[N:6]=[C:7]([CH3:27])[N:8]([CH2:36][CH2:37][OH:38])[C:9](=[O:26])[C:10]=1[CH2:11][C:12]1[CH:17]=[CH:16][C:15]([C:18]2[C:19]([C:24]#[N:25])=[CH:20][CH:21]=[CH:22][CH:23]=2)=[CH:14][CH:13]=1)[CH2:2][CH2:3][CH3:4] |f:1.2|. Reported procedure: A mixture of 4′-[(4-butyl-2-methyl-6-oxo-1,6-dihydropyrimidin-5-yl)methyl]biphenyl-2-carbonitrile (1 g), sodium hydride (0.17 g) and N,N-dimethylformamide (10 mL) was stirred at room temperature for 10 min, 2-bromoethanol (0.40 mL) was added, and the mixture was stirred at room temperature for 16 hr. The reaction mixture was diluted with ethyl acetate, washed with 5% aqueous potassium hydrogen sulfate solution and then with saturated brine, and dried over anhydrous magnesium sulfate. The solvent... The reactants are C(C)OP(OCC)(=O)Cl (diethylphosphorchloridate), [S-]C#N.[NH4+] (ammonium thiocyanate). Solvent: C1=CC=CC=C1 (benzene). Product: C(C)OP(=O)(OCC)N=C=S (Diethoxyphosphinyl isothiocyanate). As a reaction SMILES: [CH2:1]([O:3][P:4](Cl)(=[O:8])[O:5][CH2:6][CH3:7])[CH3:2].[S-:10][C:11]#[N:12].[NH4+]>C1C=CC=CC=1>[CH2:1]([O:3][P:4]([N:12]=[C:11]=[S:10])([O:5][CH2:6][CH3:7])=[O:8])[CH3:2] |f:1.2|. Reported procedure: The title compound is prepared by the method of M. Kulka [Canadian Journal of Chemistry, 37, 525(1959)]by allowing diethylphosphorchloridate and ammonium thiocyanate to react in benzene; b.p. 76° C. to 83° C./0.5 Torr; nD25 1.4758. The reactants are NC=1SC(=C(N1)C)C(=O)OCC (2-amino-4-methyl-thiazole-5-carboxylic acid, ethyl ester), C(C)C(C(=O)OCC)C(=O)C (ethyl 2-ethyl-acetoacetate). Solvent: polyphosphoric acid. Run at temperature 100 celsius, time 4 hour. Yields the product C(C)C1=C(N=C2N(C1=O)C(=C(S2)C(=O)OCC)C)C (6-ethyl-3,7-dimethyl-5-oxo-5H-thiazolo[3,2-a]pyrimidine-2-carboxylic acid, ethyl ester). RXN SMILES: [NH2:1][C:2]1[S:3][C:4]([C:8]([O:10][CH2:11][CH3:12])=[O:9])=[C:5]([CH3:7])[N:6]=1.[CH2:13]([CH:15]([C:21]([CH3:23])=O)[C:16](OCC)=[O:17])[CH3:14]>>[CH2:21]([C:15]1[C:16](=[O:17])[N:6]2[C:5]([CH3:7])=[C:4]([C:8]([O:10][CH2:11][CH3:12])=[O:9])[S:3][C:2]2=[N:1][C:13]=1[CH3:14])[CH3:23]. Procedure details: 2-amino-4-methyl-thiazole-5-carboxylic acid, ethyl ester (10 g) was reacted with ethyl 2-ethyl-acetoacetate (17 g) in polyphosphoric acid (50 g) under stirring at 100° C. for 4 hours. After cooling, dilution with ice water and neutralization with 35% NaOH, the precipitate was filtered, washed with water until neutral and crystallized from hexane to give 6-ethyl-3,7-dimethyl-5-oxo-5H-thiazolo[3,2-a]pyrimidine-2-carboxylic acid, ethyl ester, m.p. 122°-124° C. (9.9 g) which was reacted with N-bromo... Conditions: time 1.5 hour. Reaction SMILES: [CH:1]([NH:3][C:4]1[S:5][CH:6]=[C:7]([C:9](=[N:13][O:14][CH2:15][C:16]#[CH:17])[C:10]([OH:12])=O)[N:8]=1)=[O:2].P(Cl)(Cl)(Cl)=O.Cl.[NH2:24][CH:25]1[C:36](=[O:37])[N:27]2[C:28]([C:33]([OH:35])=[O:34])=[C:29]([Cl:32])[CH2:30][S:31][C@H:26]12.C[Si](CC(N)=O)(C)C.C[Si](C([Si](C)(C)C)C(N)=O)(C)C>C(OCC)(=O)C.O.CN(C)C=O>[CH:1]([NH:3][C:4]1[S:5][CH:6]=[C:7]([C:9](=[N:13][O:14][CH2:15][C:16]#[CH:17])[C:10]([NH:24][CH:25]2[C:36](=[O:37])[N:27]3[C:28]([C:33]([OH:35])=[O:34])=[C:29]([Cl:32])[CH2:30][S:31][C@H:26]23)=[O:12])[N:8]=1)=[O:2] |f:2.3|. Procedure details: 2-(2-Formamidothiazol-4-yl)-2-propargyloxyiminoacetic acid (syn isomer, 1.27 g.), N,N-dimethylformamide (400 mg.), phosphoryl chloride (850 mg.) and ethyl acetate (11.2 ml.) were treated in a conventional manner to give the activated acid solution. The activated acid solution was added to a solution of 7-amino-3-chloro-3-cephem-4-carboxylic acid hydrochloride (2 g.), trimethylsilylacetamide (6 g.) and bis(trimethylsilyl)acetamide (3 ml.) in ethyl acetate (40 ml.) at -15° C. all at once, and stir... Yield: 63.7%. Run in C(C)(=O)OCC (ethyl acetate), O (water), C(C)(=O)OCC (ethyl acetate), CN(C=O)C (N,N-dimethylformamide). Product: C(=O)NC=1SC=C(N1)C(C(=O)NC1[C@@H]2N(C(=C(CS2)Cl)C(=O)O)C1=O)=NOCC#C (7-[2-(2-formamidothiazol-4-yl)-2-propargyloxyiminoacetamido]-3-chloro-3-cephem-4-carboxylic acid). Reactants: Cl.NC1[C@@H]2N(C(=C(CS2)Cl)C(=O)O)C1=O (7-amino-3-chloro-3-cephem-4-carboxylic acid hydrochloride), C[Si](C)(C)CC(=O)N (trimethylsilylacetamide), C[Si](C)(C)C(C(=O)N)[Si](C)(C)C (bis(trimethylsilyl)acetamide), resultant solution, C(=O)NC=1SC=C(N1)C(C(=O)O)=NOCC#C (2-(2-Formamidothiazol-4-yl)-2-propargyloxyiminoacetic acid), P(=O)(Cl)(Cl)Cl (phosphoryl chloride). Reactants: C(C)OC1=CC2=C(N=C(S2)S(=O)(=O)N)C=C1 (6-Ethoxybenzothiazole-2-sulfonamide), [Cl-].[Al+3].[Cl-].[Cl-] (Aluminum chloride). Solvent: ClC(C)Cl (dichloroethane), [OH-].[Na+] (NaOH), O (water). Conditions: time 24 hour. Product: OC1=CC2=C(N=C(S2)S(=O)(=O)N)C=C1 (6-Hydroxybenzothiazole-2-sulfonamide). RXN SMILES: C([O:3][C:4]1[CH:16]=[CH:15][C:7]2[N:8]=[C:9]([S:11]([NH2:14])(=[O:13])=[O:12])[S:10][C:6]=2[CH:5]=1)C.[Cl-].[Al+3].[Cl-].[Cl-]>ClC(Cl)C.[OH-].[Na+].O>[OH:3][C:4]1[CH:16]=[CH:15][C:7]2[N:8]=[C:9]([S:11]([NH2:14])(=[O:13])=[O:12])[S:10][C:6]=2[CH:5]=1 |f:1.2.3.4,6.7|. Procedure: 6-Ethoxybenzothiazole-2-sulfonamide (1.72 g, 6.7 mmol) was dissolved in dichloroethane (26 ml) and cooled to 20°. Aluminum chloride (4 g) was added portionwise such that the temperature remained 20°. After complete addition, the mixture was stirred at room temperature for 24 hours. Stirring was discontinued and after 0.5 hour, the supernatant was decanted from a tarry-like residue. This residue was cooled in an ice-water mixture and a cold solution of concentrated HCl (3 ml) in water (40 ml) was... The reactants are C=1(C(O)=CC=CC1)OC (guaiacol), FC(C(=O)OC(C(F)(F)F)=O)(F)F (trifluoroacetic anhydride), BrN1C(CCC1=O)=O (N-bromosuccinimide), aqueous solution, [OH-].[Na+] (sodium hydroxide), CC(C)([O-])C.[K+] (potassium tert-butoxide), resultant mixture. Run in C(C)#N (acetonitrile), ClCCl (dichloromethane), C(C)#N (acetonitrile). Conditions: time 5 minute. The product is BrC=1C=CC(=C(C1)O)OC (5-Bromo-2-methoxyphenol). The yield is 98.5%. As a reaction SMILES: [C:1]1([O:8][CH3:9])[C:2](=[CH:4][CH:5]=[CH:6][CH:7]=1)[OH:3].FC(F)(F)C(OC(=O)C(F)(F)F)=O.CC(C)([O-])C.[K+].[Br:29]N1C(=O)CCC1=O.[OH-].[Na+]>C(#N)C.ClCCl>[Br:29][C:5]1[CH:6]=[CH:7][C:1]([O:8][CH3:9])=[C:2]([OH:3])[CH:4]=1 |f:2.3,5.6|. Reported procedure: To a solution of guaiacol (5.0 g, 0.04 mol) in acetonitrile (50 ml) at ambient temperature, was added trifluoroacetic anhydride (6.2 ml, 1.1 eq.). The solution was stirred for 5 min., then 1 M potassium tert-butoxide (4.0 ml, 0.1 eq.) was added slowly. The resultant mixture was stirred for 45 min. A solution of N-bromosuccinimide (7.83 g, 1.1 eq.) in acetonitrile (50 ml) was added via addition funnel slowly. The orange solution was stirred for 24 hours then the solvent was removed in rotary evap... Starting materials: ClC1=NC2=C(C(=CC=C2C=N1)C)OC (2-chloro-8-methoxy-7-methylquinazoline), N[C@@H]1CC[C@H](CC1)O (trans-4-amino-cyclohexanol), C1CCC2=NCCCN2CC1 (DBU), ethyl acetate petroleum ether. Run in CC#N (CH3CN). Conditions: time 8 hour. Product: COC=1C(=CC=C2C=NC(=NC12)N[C@@H]1CC[C@H](CC1)O)C (trans-4-[(8-methoxy-7-methylquinazolin-2-yl)amino]cyclohexanol). The yield is 60.4%. Reaction SMILES: Cl[C:2]1[N:11]=[CH:10][C:9]2[C:4](=[C:5]([O:13][CH3:14])[C:6]([CH3:12])=[CH:7][CH:8]=2)[N:3]=1.[NH2:15][C@H:16]1[CH2:21][CH2:20][C@H:19]([OH:22])[CH2:18][CH2:17]1.C1CCN2C(=NCCC2)CC1>CC#N>[CH3:14][O:13][C:5]1[C:6]([CH3:12])=[CH:7][CH:8]=[C:9]2[C:4]=1[N:3]=[C:2]([NH:15][C@H:16]1[CH2:21][CH2:20][C@H:19]([OH:22])[CH2:18][CH2:17]1)[N:11]=[CH:10]2. Procedure details: To a solution of 2-chloro-8-methoxy-7-methylquinazoline (20.4 g, 0.098 mol) in CH3CN (800 mL) were added trans-4-amino-cyclohexanol (22.5 g, 0.195 mol) and DBU (29.7 g, 0.195 mol) in one portion. The reaction mixture was refluxed with stirring overnight. TLC (ethyl acetate/petroleum ether=1:1) indicated the reaction was complete. The solvent was removed in vacuo. The residue was taken up with CHCl3 (550 mL), the solution was washed with water (150 mL×2). The aqueous layer was re-extracted with C... Starting materials: CCC(O)(C#Cc1ccc(C(CC)(CC)c2ccc(C(=O)NC(C)(C)C(=O)OC)c(C)c2)cc1C)CC, [Li+], [OH-]. Yields the product CCC(O)(C#Cc1ccc(C(CC)(CC)c2ccc(C(=O)NC(C)(C)C(=O)O)c(C)c2)cc1C)CC. As a reaction SMILES: [CH3:1][O:2][C:3]([C:4]([CH3:5])([CH3:6])[NH:7][C:8]([c:9]1[c:10]([CH3:35])[cH:11][c:12]([C:15]([CH2:16][CH3:17])([c:18]2[cH:19][c:20]([CH3:32])[c:21]([C:24]#[C:25][C:26]([CH2:27][CH3:28])([OH:29])[CH2:30][CH3:31])[cH:22][cH:23]2)[CH2:33][CH3:34])[cH:13][cH:14]1)=[O:36])=[O:37].[Li+:38].[OH-:39]>>[O:2]=[C:3]([C:4]([CH3:5])([CH3:6])[NH:7][C:8]([c:9]1[c:10]([CH3:35])[cH:11][c:12]([C:15]([CH2:16][CH3:17])([c:18]2[cH:19][c:20]([CH3:32])[c:21]([C:24]#[C:25][C:26]([CH2:27][CH3:28])([OH:29])[CH2:30][CH3:31])[cH:22][cH:23]2)[CH2:33][CH3:34])[cH:13][cH:14]1)=[O:36])[OH:37]. The reactants are CCN=C=NCCCN(C)C, CCN(C(C)C)C(C)C, Cl, Cl, O=C(O)c1cc(F)c(F)c(F)c1, CN(C)C=O, O, On1nnc2ccccc21, O=C(CC(=O)N1CCNCC1)Nc1ccc(-c2ccccc2)cc1. The product is O=C(CC(=O)N1CCN(C(=O)c2cc(F)c(F)c(F)c2)CC1)Nc1ccc(-c2ccccc2)cc1. As a reaction SMILES: [CH3:32][CH2:33][N:34]=[C:35]=[N:36][CH2:37][CH2:38][CH2:39][N:40]([CH3:41])[CH3:42].[CH:11]([N:12]([CH2:13][CH3:14])[CH:15]([CH3:16])[CH3:17])([CH3:18])[CH3:19].[ClH:43].[ClH:44].[F:20][c:21]1[cH:22][c:23]([C:24](=[O:25])[OH:26])[cH:27][c:28]([F:31])[c:29]1[F:30].[O:69]=[CH:70][N:71]([CH3:72])[CH3:73].[OH2:74].[OH:1][n:2]1[c:3]2[c:4]([cH:5][cH:6][cH:7][cH:8]2)[n:9][n:10]1.[c:45]1(-[c:63]2[cH:64][cH:65][cH:66][cH:67][cH:68]2)[cH:46][cH:47][c:48]([NH:51][C:52]([CH2:53][C:54]([N:55]2[CH2:56][CH2:57][NH:58][CH2:59][CH2:60]2)=[O:61])=[O:62])[cH:49][cH:50]1>>[F:20][c:21]1[cH:22][c:23]([C:24](=[O:26])[N:58]2[CH2:57][CH2:56][N:55]([C:54]([CH2:53][C:52]([NH:51][c:48]3[cH:47][cH:46][c:45](-[c:63]4[cH:64][cH:65][cH:66][cH:67][cH:68]4)[cH:50][cH:49]3)=[O:62])=[O:61])[CH2:60][CH2:59]2)[cH:27][c:28]([F:31])[c:29]1[F:30].